Dataset: the Open Reaction Database (ORD), a public repository of structured organic reaction records. Task: describe an organic reaction: reactants, conditions, products, and yield Reactants: COC(C1=C(C=CC(=C1)S(NC)(=O)=O)OCC(F)(F)F)=O (5-methylsulfamoyl-2-(2,2,2-trifluoro-ethoxy)-benzoic acid methyl ester). The solvent is C1CCOC1 (THF). Conditions: temperature 50 celsius. The product is CNS(=O)(=O)C=1C=CC(=C(C(=O)O)C1)OCC(F)(F)F (5-Methylsulfamoyl-2-(2,2,2-trifluoro-ethoxy)-benzoic acid). RXN SMILES: C[O:2][C:3](=[O:21])[C:4]1[CH:9]=[C:8]([S:10](=[O:14])(=[O:13])[NH:11][CH3:12])[CH:7]=[CH:6][C:5]=1[O:15][CH2:16][C:17]([F:20])([F:19])[F:18]>C1COCC1>[CH3:12][NH:11][S:10]([C:8]1[CH:7]=[CH:6][C:5]([O:15][CH2:16][C:17]([F:19])([F:18])[F:20])=[C:4]([CH:9]=1)[C:3]([OH:21])=[O:2])(=[O:13])=[O:14]. Procedure details: To 2.3 mmol 5-methylsulfamoyl-2-(2,2,2-trifluoro-ethoxy)-benzoic acid methyl ester in 10 ml THF was added 20 mmol 2 M aq NAOH and the mixture was heated at 50° C. for 2 h. The mixture was then cooled to RT and extracted twice with ether. The aqueous phase was acidified with 10% aq citric acid and extracted 3 times with ethyl acetate. The combined organic phases were dried with Na2SO4. Evaporation in vacuo followed by trituration in ether afforded the title compound. MS (m/e): 312.0 ([M−H]−, 100%... The reactants are solution, C1(C=2C(C(N1CCCOC=1C=CC=3C[C@@H]4[C@@H]5C=C[C@@H]([C@H]6[C@@]5(C3C1O6)CCN4C)O)=O)=CC=CC2)=O (3-(3-phthalimidopropoxy)-7,8-didehydro-4,5α-epoxy-17-methylmorphinan-6 α-ol), CN (methylamine). Solvent: C(C)O (ethanol). Reaction conditions: time 3.5 hour. The product is NCCCOC=1C=CC=2C[C@@H]3[C@@H]4C=C[C@@H]([C@H]5[C@@]4(C2C1O5)CCN3C)O (3-(3-aminopropoxy)-7,8-didehydro-4,5α-epoxy-17-methylmorphinan-6α-ol). RXN SMILES: CN.C1(=O)[N:7]([CH2:8][CH2:9][CH2:10][O:11][C:12]2[CH:13]=[CH:14][C:15]3[CH2:16][C@H:17]4[N:29]([CH3:30])[CH2:28][CH2:27][C@:23]56[C:24]=3[C:25]=2[O:26][C@H:22]5[C@@H:21]([OH:31])[CH:20]=[CH:19][C@@H:18]46)C(=O)C2=CC=CC=C12>C(O)C>[NH2:7][CH2:8][CH2:9][CH2:10][O:11][C:12]1[CH:13]=[CH:14][C:15]2[CH2:16][C@H:17]3[N:29]([CH3:30])[CH2:28][CH2:27][C@:23]45[C:24]=2[C:25]=1[O:26][C@H:22]4[C@@H:21]([OH:31])[CH:20]=[CH:19][C@@H:18]35. Reported procedure: To a 13.4% solution of methylamine in 100 ml of abs. ethanol was added 5.0 g (10.7 mmol) of 3-(3-phthalimidopropoxy)-7,8-didehydro-4,5α-epoxy-17-methylmorphinan-6 α-ol. After stirring at room temperature for 3.5 hrs, the reaction mixture was concentrated to a volume of about 50 ml and diluted with 200 ml of water and 200 ml of chloroform. The organic solution was separated and the aqueous phase was extracted with chloroform (2 × 200 ml). The combined chloroform solution was extracted with 1 N hy... Starting materials: CN(/C=C/C(=O)C1=NN(C=CC1=O)C1=CC=C(C=C1)OC(F)(F)F)C (3-((E)-3-Dimethylamino-acryloyl)-1-(4-trifluoromethoxy-phenyl)-1H-pyridazin-4-one), FC=1C=C2C(=CC(=NC2=CC1)C)NN ((6-fluoro-2-methyl-quinolin-4-yl)-hydrazine). The product is FC=1C=C2C(=CC(=NC2=CC1)C)N1N=CC=C1C1=NN(C=CC1=O)C1=CC=C(C=C1)OC(F)(F)F (3-[2-(6-Fluoro-2-methyl-quinolin-4-yl)-2H-pyrazol-3-yl]-1-(4-trifluoromethoxy-phenyl)-1H-pyridazin-4-one). RXN SMILES: CN(C)/[CH:3]=[CH:4]/[C:5]([C:7]1[C:12](=[O:13])[CH:11]=[CH:10][N:9]([C:14]2[CH:19]=[CH:18][C:17]([O:20][C:21]([F:24])([F:23])[F:22])=[CH:16][CH:15]=2)[N:8]=1)=O.[F:26][C:27]1[CH:28]=[C:29]2[C:34](=[CH:35][CH:36]=1)[N:33]=[C:32]([CH3:37])[CH:31]=[C:30]2[NH:38][NH2:39]>>[F:26][C:27]1[CH:28]=[C:29]2[C:34](=[CH:35][CH:36]=1)[N:33]=[C:32]([CH3:37])[CH:31]=[C:30]2[N:38]1[C:5]([C:7]2[C:12](=[O:13])[CH:11]=[CH:10][N:9]([C:14]3[CH:19]=[CH:18][C:17]([O:20][C:21]([F:23])([F:22])[F:24])=[CH:16][CH:15]=3)[N:8]=2)=[CH:4][CH:3]=[N:39]1. Procedure details: The product was obtained starting from 3-((E)-3-Dimethylamino-acryloyl)-1-(4-trifluoromethoxy-phenyl)-1H-pyridazin-4-one (A-8) and (6-fluoro-2-methyl-quinolin-4-yl)-hydrazine according to the method described for example 91. MS: M=482.2 (M+H)+ The reactants are CO, O=C(NCC(=O)N1CCN(C(=O)c2ccccc2C(F)(F)F)CC1)c1cc(-c2ccccc2OCc2ccccc2)on1. Product: O=C(NCC(=O)N1CCN(C(=O)c2ccccc2C(F)(F)F)CC1)c1cc(-c2ccccc2O)on1. As a reaction SMILES: [CH3:44][OH:45].[O:1]=[C:2]([CH2:3][NH:4][C:5](=[O:6])[c:7]1[n:8][o:9][c:10](-[c:12]2[c:13]([O:18][CH2:19][c:20]3[cH:21][cH:22][cH:23][cH:24][cH:25]3)[cH:14][cH:15][cH:16][cH:17]2)[cH:11]1)[N:26]1[CH2:27][CH2:28][N:29]([C:32]([c:33]2[c:34]([C:39]([F:40])([F:41])[F:42])[cH:35][cH:36][cH:37][cH:38]2)=[O:43])[CH2:30][CH2:31]1>>[O:1]=[C:2]([CH2:3][NH:4][C:5](=[O:6])[c:7]1[n:8][o:9][c:10](-[c:12]2[c:13]([OH:18])[cH:14][cH:15][cH:16][cH:17]2)[cH:11]1)[N:26]1[CH2:27][CH2:28][N:29]([C:32]([c:33]2[c:34]([C:39]([F:40])([F:41])[F:42])[cH:35][cH:36][cH:37][cH:38]2)=[O:43])[CH2:30][CH2:31]1. Reactants: O=C([O-])[O-], ClCCl, Cc1nnc(S)s1, [K+], [K+], COC(=O)C(c1ccccc1)N1C(=O)C(N=[N+]=[N-])C1Cl. The product is COC(=O)C(c1ccccc1)N1C(=O)C(N=[N+]=[N-])C1Sc1nnc(C)s1. As a reaction SMILES: [C:21](=[O:22])([O-:23])[O-:24].[CH2:34]([Cl:35])[Cl:36].[CH3:27][c:28]1[n:29][n:30][c:31]([SH:33])[s:32]1.[K+:25].[K+:26].[N:1](=[N+:2]=[N-:3])[CH:4]1[C:5](=[O:20])[N:6]([CH:9]([C:10](=[O:11])[O:12][CH3:13])[c:14]2[cH:15][cH:16][cH:17][cH:18][cH:19]2)[CH:7]1[Cl:8]>>[N:1](=[N+:2]=[N-:3])[CH:4]1[C:5](=[O:20])[N:6]([CH:9]([C:10](=[O:11])[O:12][CH3:13])[c:14]2[cH:15][cH:16][cH:17][cH:18][cH:19]2)[CH:7]1[S:33][c:31]1[n:30][n:29][c:28]([CH3:27])[s:32]1. Reactants: solution, [OH-].[K+] (potassium hydroxide), C(C)(C)(C)C=1C=C(C=C(C1)C)C (5-t-butyl-1,3-dimethylbenzene), C1C(C)O1 (propylene oxide), BrBr (bromine). Solvent: O (water), C(Cl)Cl (methylene chloride). Reaction conditions: temperature 25 celsius, time 1 hour. Yields the product BrC1=C(C=C(C=C1C)C(C)(C)C)C (2-Bromo-5-t-butyl-1,3-dimethylbenzene). Isolated yield 89.3%. As a reaction SMILES: [C:1]([C:5]1[CH:6]=[C:7]([CH3:12])[CH:8]=[C:9]([CH3:11])[CH:10]=1)([CH3:4])([CH3:3])[CH3:2].C1OC1C.[Br:17]Br.[OH-].[K+]>C(Cl)Cl.O>[Br:17][C:8]1[C:7]([CH3:12])=[CH:6][C:5]([C:1]([CH3:4])([CH3:3])[CH3:2])=[CH:10][C:9]=1[CH3:11] |f:3.4|. Procedure details: To a solution of 200 g (1.23 mole) 5-t-butyl-1,3-dimethylbenzene and 83 ml (1.23 mole) propylene oxide in 500 ml of methylene chloride at 15° C. or less, 63 ml (1.23 mole) bromine was added dropwise while maintaining the solution temperature at 15° C. or less. The reaction mixture was allowed to warm to 25° C. overnight. A 200 ml solution of 5% by weight of potassium hydroxide in water was added and the resulting two phase system was stirred for 1 hr at 25° C. The organic phase was washed with w... Reactants: Cl, O, COC(=O)C1CCC2C3CCC4CC(O)CCC4(C)C3C(=O)CC12C, Cc1ccc(S(=O)(=O)Cl)cc1, c1ccncc1. RXN SMILES: [ClH:38].[OH2:37].[OH:1][CH:2]1[CH2:3][CH:4]2[CH2:5][CH2:6][CH:7]3[CH:8]4[CH2:9][CH2:10][CH:11]([C:22](=[O:23])[O:24][CH3:25])[C:12]4([CH3:13])[CH2:14][C:15](=[O:21])[CH:16]3[C:17]2([CH3:20])[CH2:18][CH2:19]1.[c:26]1([CH3:36])[cH:27][cH:28][c:29]([S:32](=[O:33])(=[O:34])[Cl:35])[cH:30][cH:31]1.[cH:39]1[cH:40][cH:41][n:42][cH:43][cH:44]1>>[O:1]([CH:2]1[CH2:3][CH:4]2[CH2:5][CH2:6][CH:7]3[CH:8]4[CH2:9][CH2:10][CH:11]([C:22](=[O:23])[O:24][CH3:25])[C:12]4([CH3:13])[CH2:14][C:15](=[O:21])[CH:16]3[C:17]2([CH3:20])[CH2:18][CH2:19]1)[S:32]([c:29]1[cH:28][cH:27][c:26]([CH3:36])[cH:31][cH:30]1)(=[O:33])=[O:34]. Product: COC(=O)C1CCC2C3CCC4CC(OS(=O)(=O)c5ccc(C)cc5)CCC4(C)C3C(=O)CC12C. The reactants are C(C1=CC=CC=C1)OC(=O)N[C@@H](C(C)C)C(=O)O (N-benzyloxycarbonyl-L-valine), COC(CO)OC (2,2-dimethoxyethanol), C1CCC(CC1)N=C=NC2CCCCC2 (DCC). The reagents and catalysts are CN(C)C=1C=CN=CC1 (DMAP). Solvent: ClCCl (dichloromethane). The product is C(C1=CC=CC=C1)OC(=O)N[C@@H](C(C)C)C(=O)OCC(OC)OC (2,2-dimethoxyethyl N-benzyloxycarbonyl-L-valinate). The yield is 109.0%. Reaction SMILES: [CH2:1]([O:8][C:9]([NH:11][C@H:12]([C:16]([OH:18])=[O:17])[CH:13]([CH3:15])[CH3:14])=[O:10])[C:2]1[CH:7]=[CH:6][CH:5]=[CH:4][CH:3]=1.[CH3:19][O:20][CH:21]([O:24][CH3:25])[CH2:22]O.C1CCC(N=C=NC2CCCCC2)CC1>CN(C1C=CN=CC=1)C.ClCCl>[CH2:1]([O:8][C:9]([NH:11][C@H:12]([C:16]([O:18][CH2:22][CH:21]([O:24][CH3:25])[O:20][CH3:19])=[O:17])[CH:13]([CH3:15])[CH3:14])=[O:10])[C:2]1[CH:3]=[CH:4][CH:5]=[CH:6][CH:7]=1. Procedure: A 100 mL, round bottom flask equipped with a magnetic stirrer and a nitrogen inlet is added N-benzyloxycarbonyl-L-valine (3.6 g), dichloromethane (25 mL), and 2,2-dimethoxyethanol (1.85 g) and the mixture is cooled using an ice bath (0-5° C.). DMAP (0.089 g) is added to the reaction mixture followed by the addition of DCC (3.6 g) over a period of 2 minutes. The suspended solid is filtered, the filter cake is washed with 3×10 mL of heptanes, and the filtrate is concentrated. The crude product is ... The reactants are [OH-].[Na+] (sodium hydroxide), C(C)(C)C(C=O)=C (2-isopropylacrolein), CO (methanol), C=O (formaldehyde). Reaction conditions: time 60 minute. Product: COCC(CO)(CO)C(C)C (2-methoxymethyl-2-isopropyl-1,3-propanediol). Isolated yield 78.0%. As a reaction SMILES: [OH-:1].[Na+].[CH:3]([C:6](=[CH2:9])[CH:7]=[O:8])([CH3:5])[CH3:4].[CH3:10][OH:11].[CH2:12]=O>>[CH3:12][O:8][CH2:7][C:6]([CH:3]([CH3:5])[CH3:4])([CH2:10][OH:11])[CH2:9][OH:1] |f:0.1|. Reported procedure: 352 g (4.4 moles) of 50% strength sodium hydroxide solution were added dropwise, in the course of 30 minutes, to a boiling mixture of 392 g (4 moles) of 2-isopropylacrolein, 1,280 g (40 moles) of methanol and 720 g (8.8 moles) of 30% strength formaldehyde and the refluxed mixture was then stirred for a further 60 minutes. It was then evaporated down, methyl isobutyl ketone was added and the residual water was separated off by azeotropic distillation. Precipitated sodium formate was filtered off ...